Dataset: the Open Reaction Database (ORD), a public repository of structured organic reaction records. Task: describe an organic reaction: reactants, conditions, products, and yield Yield: 22.3%. Reactants: CC=1C=C(OC2=C(C(=O)CC(=O)OC)C=CC=C2)C=CC1 (methyl 2-(3-methylphenoxy)benzoylacetate), [H-].[Na+] (sodium hydride), N (ammonia), S(=O)(=O)(OC)OC (dimethyl sulfate). Solvent: CN(P(N(C)C)(N(C)C)=O)C (hexamethylphosphoric triamide), CN(P(N(C)C)(N(C)C)=O)C (HMPT), O (water). Procedure: A solution of 5 g (18 mmol) of methyl 2-(3-methylphenoxy)benzoylacetate in 30 ml of hexamethylphosphoric triamide (HMPT) is added dropwise to a suspension of 500 mg (21 mmol) of sodium hydride in 20 ml of HMPT, and the mixture is stirred until evolution of gas ceases. Then 2.5 g (20 mmol) of dimethyl sulfate are added dropwise, the mixture is stirred for 30 min, and then 30 ml of concentrated ammonia solution are added. The mixture is poured into water and extracted with MTB ether. The organic p... As a reaction SMILES: [CH3:1][C:2]1[CH:3]=[C:4]([CH:19]=[CH:20][CH:21]=1)[O:5][C:6]1[CH:18]=[CH:17][CH:16]=[CH:15][C:7]=1[C:8]([CH2:10][C:11]([O:13][CH3:14])=[O:12])=[O:9].[H-].[Na+].S(OC)(O[CH3:28])(=O)=O.N>CN(C)P(=O)(N(C)C)N(C)C.O>[CH3:28][O:9]/[C:8](/[C:7]1[CH:15]=[CH:16][CH:17]=[CH:18][C:6]=1[O:5][C:4]1[CH:19]=[CH:20][CH:21]=[C:2]([CH3:1])[CH:3]=1)=[CH:10]/[C:11]([O:13][CH3:14])=[O:12] |f:1.2|. Yields the product CO/C(=C/C(=O)OC)/C1=C(C=CC=C1)OC1=CC(=CC=C1)C (methyl (E)-β-methoxy-2-(3-methylphenoxy)cinnamate). Reactants: C(C)(C)(C)C1=CC=C(C=C1)C=1SC=C(C1O)C(=O)C (2-(4-t-butylphenyl)-3-hydroxy-4-methylcarbonylthiophene), BrN1C(CCC1=O)=O (N-bromosuccinimide), O (Water). The reagents and catalysts are C(C1=CC=CC=C1)(=O)OOC(C1=CC=CC=C1)=O (benzoyl peroxide). Solvent: C(Cl)(Cl)Cl (chloroform). The product is BrC=1SC(=C(C1C(=O)C)O)C1=CC=C(C=C1)C(C)(C)C (2-bromo-5-(4-t-butylphenyl)-4-hydroxy-3-methylcarbonylthiophene). Yield: 85.5%. As a reaction SMILES: [C:1]([C:5]1[CH:10]=[CH:9][C:8]([C:11]2[S:12][CH:13]=[C:14]([C:17]([CH3:19])=[O:18])[C:15]=2[OH:16])=[CH:7][CH:6]=1)([CH3:4])([CH3:3])[CH3:2].[Br:20]N1C(=O)CCC1=O.O>C(Cl)(Cl)Cl.C(OOC(=O)C1C=CC=CC=1)(=O)C1C=CC=CC=1>[Br:20][C:13]1[S:12][C:11]([C:8]2[CH:7]=[CH:6][C:5]([C:1]([CH3:4])([CH3:2])[CH3:3])=[CH:10][CH:9]=2)=[C:15]([OH:16])[C:14]=1[C:17]([CH3:19])=[O:18]. Procedure details: 2-(4-t-butylphenyl)-3-hydroxy-4-methylcarbonylthiophene (2.66 g, 9.7 mmol), N-bromosuccinimide (1.73 g, 9.7 mmol) and benzoyl peroxide (153 mg, 0.63 mmol) were heated with reflux for 2 hours in 65 ml of chloroform. Water was added, and the reaction solution was extracted three times with chloroform, and the organic layer was washed with a saturated aqueous sodium chloride solution, and then dried over anhydrous sodium sulfate. The obtained organic layer was concentrated, and then purified with a... Reactants: N(=[N+]=[N-])[C@H]1C[C@@H](CN(C1)C(=O)OC(C)(C)C)C(=O)OC (1-tert-butyl 3-methyl trans-5-azidopiperidine-1,3-dicarboxylate), solution, Cl (HCl). The solvent is CO (MeOH), CO (MeOH). Reaction conditions: time 30 minute. The product is Cl.N(=[N+]=[N-])[C@@H]1C[C@@H](CNC1)C(=O)OC (methyl cis-5-azidopiperidine-3-carboxylate hydrochloride). As a reaction SMILES: [N:1]([C@@H:4]1[CH2:9][N:8](C(OC(C)(C)C)=O)[CH2:7][C@@H:6]([C:17]([O:19][CH3:20])=[O:18])[CH2:5]1)=[N+:2]=[N-:3].[ClH:21]>CO>[ClH:21].[N:1]([C@H:4]1[CH2:9][NH:8][CH2:7][C@@H:6]([C:17]([O:19][CH3:20])=[O:18])[CH2:5]1)=[N+:2]=[N-:3] |f:3.4|. Procedure: To the solution of 1-tert-butyl 3-methyl trans-5-azidopiperidine-1,3-dicarboxylate (343.0 mg) in MeOH (1 ml) was added 10% solution of HCl in MeOH (15 ml). After stirring for 30 minutes at room temperature, the mixture was concentrated to give the crude methyl cis-5-azidopiperidine-3-carboxylate hydrochloride (120.3 mg) as a pale brown solid. Reactants: C(C1=CC=CC=C1)N([C@H]1CCC(NC1)=O)CC1=CC=CC=C1 ((S)-5-dibenzylaminopiperidin-2-one), ice, [H-].[Na+] (sodium hydride), ice, ICCC (1-iodopropane), [Na+].[Cl-] (NaCl). Solvent: CN(C=O)C (dimethylformamide). Reaction conditions: time 30 minute. Product: C(C1=CC=CC=C1)N([C@H]1CCC(N(C1)CCC)=O)CC1=CC=CC=C1 ((S)-5-dibenzylamino-1-propylpiperidin-2-one). As a reaction SMILES: [CH2:1]([N:8]([CH2:16][C:17]1[CH:22]=[CH:21][CH:20]=[CH:19][CH:18]=1)[C@@H:9]1[CH2:14][NH:13][C:12](=[O:15])[CH2:11][CH2:10]1)[C:2]1[CH:7]=[CH:6][CH:5]=[CH:4][CH:3]=1.[H-].[Na+].I[CH2:26][CH2:27][CH3:28].[Na+].[Cl-]>CN(C)C=O>[CH2:16]([N:8]([CH2:1][C:2]1[CH:3]=[CH:4][CH:5]=[CH:6][CH:7]=1)[C@@H:9]1[CH2:14][N:13]([CH2:26][CH2:27][CH3:28])[C:12](=[O:15])[CH2:11][CH2:10]1)[C:17]1[CH:22]=[CH:21][CH:20]=[CH:19][CH:18]=1 |f:1.2,4.5|. Procedure: 0.51 g (S)-5-dibenzylaminopiperidin-2-one (see 5.1) are placed in 5 ml dimethylformamide. While cooling with the ice bath 120 mg sodium hydride (60% in mineral oil) are added. The reaction mixture is then stirred for 30 minutes at ambient temperature. While cooling with the ice bath 0.289 ml 1-iodopropane are added. The reaction mixture is then stirred overnight at ambient temperature, then combined with a saturated NaCl solution. The product is extracted with ethyl acetate. 0.569 g product are ... The reactants are C(=O)(OC)CCCCCCCCCCCCCCCNC1=CC=C(C(=O)O)C=C1 (4(15-carbomethoxypentadecylamino)benzoic acid), C(OC)COC.C(Cl)Cl (dimethoxyethane methylene chloride). Yields the product Cl.C(=O)(OC)CCCCCCCCCCCCCCCNC1=CC=C(C(=O)Cl)C=C1 (4(15-carbomethoxypentadecylamino)benzoyl chloride hydrochloride). Reaction SMILES: [C:1]([CH2:5][CH2:6][CH2:7][CH2:8][CH2:9][CH2:10][CH2:11][CH2:12][CH2:13][CH2:14][CH2:15][CH2:16][CH2:17][CH2:18][CH2:19][NH:20][C:21]1[CH:29]=[CH:28][C:24]([C:25](O)=[O:26])=[CH:23][CH:22]=1)([O:3][CH3:4])=[O:2].C(COC)OC.C(Cl)[Cl:37]>>[ClH:37].[C:1]([CH2:5][CH2:6][CH2:7][CH2:8][CH2:9][CH2:10][CH2:11][CH2:12][CH2:13][CH2:14][CH2:15][CH2:16][CH2:17][CH2:18][CH2:19][NH:20][C:21]1[CH:29]=[CH:28][C:24]([C:25]([Cl:37])=[O:26])=[CH:23][CH:22]=1)([O:3][CH3:4])=[O:2] |f:1.2,3.4|. Reported procedure: A cold solution of 25 g. of 4(15-carbomethoxypentadecylamino)benzoic acid in 500 ml. of dimethoxyethane-methylene chloride (4:1) is prepared and dry hydrochloric acid is bubbled through the solution until no more precipitate forms. The solution is treated with 25 ml. of thionyl chloride and refluxed until all of the precipitate has redissolved. The solvents are evaporated to yield an orange, semi-crystalline mass. The reactants are Brc1ccc(SC2CN3CCC2CC3)cc1, Oc1ccccc1. Product: c1ccc(Oc2ccc(SC3CN4CCC3CC4)cc2)cc1. Reaction SMILES: [Br:1][c:2]1[cH:3][cH:4][c:5]([S:8][CH:9]2[CH2:10][N:11]3[CH2:12][CH2:13][CH:14]2[CH2:15][CH2:16]3)[cH:6][cH:7]1.[OH:17][c:18]1[cH:19][cH:20][cH:21][cH:22][cH:23]1>>[c:2]1([O:17][c:18]2[cH:19][cH:20][cH:21][cH:22][cH:23]2)[cH:3][cH:4][c:5]([S:8][CH:9]2[CH2:10][N:11]3[CH2:12][CH2:13][CH:14]2[CH2:15][CH2:16]3)[cH:6][cH:7]1. Starting materials: ClC1=CC=C2C(=C1)NC(C21C(N(CC1CC(C)(C)C)C(=O)Cl)C1=C(C(=CC=C1)Cl)F)=O (rac-(2′S,3′S,4′S)-6-chloro-2′-(3-chloro-2-fluoro-phenyl)-4′-(2,2-dimethyl-propyl)-2-oxo-1,2-dihydro-spiro[indole-3,3′-pyrrolidine]-1′-carbonyl chloride), CN1N=C(C(=C1)CN)C (C-(1,3-dimethyl-1H-pyrazol-4-yl)methylamine). The solvent is C(C)N(CC)CC (triethylamine). Product: CN1N=C(C(=C1)CNC(=O)N1C(C2(C(C1)CC(C)(C)C)C(NC1=CC(=CC=C12)Cl)=O)C1=C(C(=CC=C1)Cl)F)C (rac-(2′S,3′S,4′S)-6-chloro-2′-(3-chloro-2-fluoro-phenyl)-4′-(2,2-dimethyl-propyl)-2-oxo-1,2-dihydro-spiro[indole-3,3′-pyrrolidine]-1′-carboxylic acid (1,3-dimethyl-1H-pyrazol-4-ylmethyl)-amide). RXN SMILES: [Cl:1][C:2]1[CH:7]=[C:6]2[NH:8][C:9](=[O:31])[C:10]3([CH:14]([CH2:15][C:16]([CH3:19])([CH3:18])[CH3:17])[CH2:13][N:12]([C:20](Cl)=[O:21])[CH:11]3[C:23]3[CH:28]=[CH:27][CH:26]=[C:25]([Cl:29])[C:24]=3[F:30])[C:5]2=[CH:4][CH:3]=1.[CH3:32][N:33]1[CH:37]=[C:36]([CH2:38][NH2:39])[C:35]([CH3:40])=[N:34]1>C(N(CC)CC)C>[CH3:32][N:33]1[CH:37]=[C:36]([CH2:38][NH:39][C:20]([N:12]2[CH2:13][CH:14]([CH2:15][C:16]([CH3:17])([CH3:19])[CH3:18])[C:10]3([C:5]4[C:6](=[CH:7][C:2]([Cl:1])=[CH:3][CH:4]=4)[NH:8][C:9]3=[O:31])[CH:11]2[C:23]2[CH:28]=[CH:27][CH:26]=[C:25]([Cl:29])[C:24]=2[F:30])=[O:21])[C:35]([CH3:40])=[N:34]1. Reported procedure: In a manner similar to the method described in Example 9, rac-(2′S,3′S,4′S)-6-chloro-2′-(3-chloro-2-fluoro-phenyl)-4′-(2,2-dimethyl-propyl)-2-oxo-1,2-dihydro-spiro[indole-3,3′-pyrrolidine]-1′-carbonylchloride prepared in Example 8 (57 mg, 0.12 mmol) was reacted with C-(1,3-dimethyl-1H-pyrazol-4-yl)methylamine (Oakwood) (22 mg, 0.18 mmol) and triethylamine to give rac-(2′S,3′S,4′S)-6-chloro-2′-(3-chloro-2-fluoro-phenyl)-4′-(2,2-dimethyl-propyl)-2-oxo-1,2-dihydro-spiro[indole-3,3′-pyrrolidine]-1′-...